Dataset: the Open Reaction Database (ORD), a public repository of structured organic reaction records. Task: describe an organic reaction: reactants, conditions, products, and yield Starting materials: C1(CCCCC1)N=C=NC1CCCCC1 (Dicyclohexylcarbodiimide), C(CC)C1=CC=C(C=C1)[C@@H]1CC[C@H](CC1)CCC1=CC=C(CO)C=C1 (4-(2-(trans-4-(4-n-propylphenyl)cyclohexyl)ethyl)benzyl alcohol). Run in C(Cl)Cl (methylene chloride), C(Cl)Cl (methylene chloride). Product: C(CC)C1=CC=C(C=C1)[C@@H]1CC[C@H](CC1)CCC1=CC=C(C=O)C=C1 (4-(2-(trans-4-(4-n-propylphenyl)cyclohexyl)ethyl)benzaldehyde). Yield: 27.9%. RXN SMILES: C1(N=C=NC2CCCCC2)CCCCC1.[CH2:16]([C:19]1[CH:24]=[CH:23][C:22]([C@H:25]2[CH2:30][CH2:29][C@H:28]([CH2:31][CH2:32][C:33]3[CH:40]=[CH:39][C:36]([CH2:37][OH:38])=[CH:35][CH:34]=3)[CH2:27][CH2:26]2)=[CH:21][CH:20]=1)[CH2:17][CH3:18]>C(Cl)Cl>[CH2:16]([C:19]1[CH:24]=[CH:23][C:22]([C@H:25]2[CH2:26][CH2:27][C@H:28]([CH2:31][CH2:32][C:33]3[CH:40]=[CH:39][C:36]([CH:37]=[O:38])=[CH:35][CH:34]=3)[CH2:29][CH2:30]2)=[CH:21][CH:20]=1)[CH2:17][CH3:18]. Procedure: Dicyclohexylcarbodiimide in an amount of 12.9 g was suspended in 200 ml of methylene chloride and stirred. To the suspension was added dropwise a solution prepared by dissolving 10.1 g of the 4-(2-(trans-4-(4-n-propylphenyl)cyclohexyl)ethyl)benzyl alcohol mentioned above in 200 ml of methylene chloride, and stirred at room temperature for 2 hours. Crude reaction solution thus obtained was purified by a column chromatography over a silica gel, and then the solvent was distilled off under a reduce... As a reaction SMILES: [BrH:18].[CH3:19][C:20](=[O:21])[OH:22].[CH:1]([CH3:2])([CH3:3])[c:4]1[cH:5][c:6]([O:16][CH3:17])[cH:7][c:8]2[c:9]1[C:10](=[O:15])[NH:11][S:12]2(=[O:13])=[O:14]>>[CH:1]([CH3:2])([CH3:3])[c:4]1[cH:5][c:6]([O:16][CH3:17])[cH:7][c:8]2[c:9]1[C:10](=[O:15])[N:11]([CH2:19][Br:18])[S:12]2(=[O:13])=[O:14]. Product: COc1cc(C(C)C)c2c(c1)S(=O)(=O)N(CBr)C2=O. Reactants: Br, CC(=O)O, COc1cc(C(C)C)c2c(c1)S(=O)(=O)NC2=O. The reactants are [BH4-], C=O, CC(=O)[O-], CO, CC(OC1CCC2CNCC2C1c1ccc(F)cc1)c1cc(C(F)(F)F)cc(C(F)(F)F)c1, [Na+], [Na+], O. Product: CC(OC1CCC2CN(C)CC2C1c1ccc(F)cc1)c1cc(C(F)(F)F)cc(C(F)(F)F)c1. Reaction SMILES: [BH4-:41].[CH2:34]=[O:35].[CH3:37][C:38](=[O:39])[O-:40].[CH3:43][OH:44].[F:1][C:2]([c:3]1[cH:4][c:5]([CH:13]([CH3:14])[O:15][CH:16]2[CH:17]([c:25]3[cH:26][cH:27][c:28]([F:31])[cH:29][cH:30]3)[CH:18]3[CH2:19][NH:20][CH2:21][CH:22]3[CH2:23][CH2:24]2)[cH:6][c:7]([C:9]([F:10])([F:11])[F:12])[cH:8]1)([F:32])[F:33].[Na+:36].[Na+:42].[OH2:45]>>[F:1][C:2]([c:3]1[cH:4][c:5]([CH:13]([CH3:14])[O:15][CH:16]2[CH:17]([c:25]3[cH:26][cH:27][c:28]([F:31])[cH:29][cH:30]3)[CH:18]3[CH2:19][N:20]([CH3:37])[CH2:21][CH:22]3[CH2:23][CH2:24]2)[cH:6][c:7]([C:9]([F:10])([F:11])[F:12])[cH:8]1)([F:32])[F:33]. Starting materials: N(=[N+]=[N-])CC1=CC=C(S1)C=1C2=C(N(N1)C(C1=CC=C(C=C1)OC)C1=CC=C(C=C1)OC)C1=CC=C(C=C1C2)CN2CCN(CC2)C (3-[5-(azidomethyl)-2-thienyl]-1-[bis(4-methoxyphenyl)methyl]-6-[(4-methyl-1-piperazinyl)methyl]-1,4-dihydroindeno[1,2-c]pyrazole), O (Water). Solvent: O1CCCC1 (tetrahydrofuran). Reaction conditions: temperature 40 celsius, time 6 hour. Yields the product COC1=CC=C(C=C1)C(N1N=C(C2=C1C1=CC=C(C=C1C2)CN2CCN(CC2)C)C2=CC=C(S2)CN)C2=CC=C(C=C2)OC ((5-{1-[bis(4-methoxyphenyl)methyl]-6-[(4-methyl-1-piperazinyl)methyl]-1,4-dihydroindeno[1,2-c]pyrazol-3-yl}-2-thienyl)methylamine). RXN SMILES: [N:1]([CH2:4][C:5]1[S:9][C:8]([C:10]2[C:11]3[CH2:38][C:37]4[C:32](=[CH:33][CH:34]=[C:35]([CH2:39][N:40]5[CH2:45][CH2:44][N:43]([CH3:46])[CH2:42][CH2:41]5)[CH:36]=4)[C:12]=3[N:13]([CH:15]([C:24]3[CH:29]=[CH:28][C:27]([O:30][CH3:31])=[CH:26][CH:25]=3)[C:16]3[CH:21]=[CH:20][C:19]([O:22][CH3:23])=[CH:18][CH:17]=3)[N:14]=2)=[CH:7][CH:6]=1)=[N+]=[N-].O>O1CCCC1>[CH3:31][O:30][C:27]1[CH:28]=[CH:29][C:24]([CH:15]([C:16]2[CH:21]=[CH:20][C:19]([O:22][CH3:23])=[CH:18][CH:17]=2)[N:13]2[C:12]3[C:32]4[C:37]([CH2:38][C:11]=3[C:10]([C:8]3[S:9][C:5]([CH2:4][NH2:1])=[CH:6][CH:7]=3)=[N:14]2)=[CH:36][C:35]([CH2:39][N:40]2[CH2:45][CH2:44][N:43]([CH3:46])[CH2:42][CH2:41]2)=[CH:34][CH:33]=4)=[CH:25][CH:26]=1. Procedure: To a solution of Example 391 (7.1 g, 11.2 mmol) in tetrahydrofuran (150 mL) was added triphenylphosine (4.4 g, 16.9 mmol) and the mixture was heated to about 40° C. overnight. Water (15.2 mL) was added and heating to about 40° C. was continued for about 6 hours. The mixture was concentrated under vacuum, diluted with water, basified by addition of potassium carbonate and extracted with ethyl acetate. The combined organic extracts were washed with water and brine, dried (MgSO4), filtered, and con... Starting materials: [H-].[Na+] (Sodium hydride), ClC1=NC=C2C=CNC2=C1 (6-chloro-5-aza-indole), ClCOCC[Si](C)(C)C ((2-Chloromethoxy-ethyl)-trimethyl-silane). Solvent: CN(C)C=O (DMF). Run at time 1 hour. Product: ClC1=CC2=C(C=N1)C=CN2COCC[Si](C)(C)C (6-Chloro-1-(2-trimethylsilanyl-ethoxymethyl)-1H-pyrrolo[3,2-c]pyridine). The yield is 81.4%. Reaction SMILES: [H-].[Na+].[Cl:3][C:4]1[CH:12]=[C:11]2[C:7]([CH:8]=[CH:9][NH:10]2)=[CH:6][N:5]=1.Cl[CH2:14][O:15][CH2:16][CH2:17][Si:18]([CH3:21])([CH3:20])[CH3:19]>CN(C=O)C>[Cl:3][C:4]1[N:5]=[CH:6][C:7]2[CH:8]=[CH:9][N:10]([CH2:14][O:15][CH2:16][CH2:17][Si:18]([CH3:21])([CH3:20])[CH3:19])[C:11]=2[CH:12]=1 |f:0.1|. Reported procedure: Sodium hydride (60%, 1.40 g, 35.0 mmol) was added in portions over 20 min to a solution of 6-chloro-5-aza-indole (4.45 g, 29.1 mmol) in DMF (17.2 mL) at 0° C. (ice bath). The mixture was stirred for 1 h. (2-Chloromethoxy-ethyl)-trimethyl-silane (5.83 g, 35.0 mmol) was then added over 15 min. After stirring for 1 h, the reaction was quenched with water (100 mL) and the mixture extracted with DCM (3×100 mL). The combined organic extracts were washed with brine (3×300 mL), dried over Na2SO4, filter...